This data is from the Open Reaction Database (ORD), a public repository of structured organic reaction records. The task is: describe an organic reaction: reactants, conditions, products, and yield The reactants are CNC(=O)Cc1ccc(N)c([N+](=O)[O-])c1, [Cl-], [Fe], [NH4+], O. Yields the product CNC(=O)Cc1ccc(N)c(N)c1. Reaction SMILES: [CH3:3][NH:4][C:5](=[O:6])[CH2:7][c:8]1[cH:9][c:10]([N+:15]([O-:16])=[O:17])[c:11]([NH2:12])[cH:13][cH:14]1.[Cl-:1].[Fe:19].[NH4+:2].[OH2:18]>>[CH3:3][NH:4][C:5](=[O:6])[CH2:7][c:8]1[cH:9][c:10]([NH2:15])[c:11]([NH2:12])[cH:13][cH:14]1. Reactants: COC(=O)c1ccc(CC(C)C)c(C#N)c1, CCO, Cl, [Na+], [OH-]. Product: CC(C)Cc1ccc(C(=O)O)cc1C#N. RXN SMILES: [C:1](#[N:2])[c:3]1[cH:4][c:5]([C:6](=[O:7])[O:8][CH3:9])[cH:10][cH:11][c:12]1[CH2:13][CH:14]([CH3:15])[CH3:16].[CH3:20][CH2:21][OH:22].[ClH:19].[Na+:18].[OH-:17]>>[C:1](#[N:2])[c:3]1[cH:4][c:5]([C:6](=[O:7])[OH:8])[cH:10][cH:11][c:12]1[CH2:13][CH:14]([CH3:15])[CH3:16]. Starting materials: O (water), Cl.ClC1=CN=C(C2=CC(=CC=C12)S(=O)(=O)NC1(CCC1)C(=O)O)NC(=N)N (1-{[(4-Chloro-1-guanidino-7-isoquinolinyl)sulphonyl]amino}cyclobutanecarboxylic acid hydrochloride), Cl.NC(=N)N (guanidine hydrochloride), ClC1=NC=C(C2=CC=C(C=C12)S(=O)(=O)NC1(CCC1)C(=O)OCC)Cl (Ethyl 1-{[(1,4-dichloro-7-isoquinolinyl)sulphonyl]amino)-cyclobutanecarboxylate). The solvent is CS(=O)C (DMSO). Conditions: temperature 60 celsius. The product is ClC1=CN=C(C2=CC(=CC=C12)S(=O)(=O)NC1(CCC1)C(=O)OCC)NC(=N)N (ethyl 1-{[(4-chloro-1-guanidino-7-isoquinolinyl)sulphonyl]amino)cyclobutanecarboxylate). Isolated yield 68.0%. Reaction SMILES: Cl.[Cl:2][C:3]1[C:12]2[C:7](=[CH:8][C:9]([S:13]([NH:16][C:17]3([C:21]([OH:23])=[O:22])[CH2:20][CH2:19][CH2:18]3)(=[O:15])=[O:14])=[CH:10][CH:11]=2)[C:6]([NH:24][C:25]([NH2:27])=[NH:26])=[N:5][CH:4]=1.Cl.NC(N)=N.Cl[C:34]1[C:43]2C(=CC=C(S(NC3(C(OCC)=O)CCC3)(=O)=O)C=2)C(Cl)=CN=1.O>CS(C)=O>[Cl:2][C:3]1[C:12]2[C:7](=[CH:8][C:9]([S:13]([NH:16][C:17]3([C:21]([O:23][CH2:34][CH3:43])=[O:22])[CH2:20][CH2:19][CH2:18]3)(=[O:14])=[O:15])=[CH:10][CH:11]=2)[C:6]([NH:24][C:25]([NH2:27])=[NH:26])=[N:5][CH:4]=1 |f:0.1,2.3|. Reported procedure: 1-{[(4-Chloro-1-guanidino-7-isoquinolinyl)sulphonyl]amino}cyclobutanecarboxylic acid hydrochloride ##STR47## NaH (37 mg, 80% dispersion by wt in mineral oil, 1.24 mmol) was added in one portion to a stirred solution of guanidine hydrochloride (189 mg, 1.98 mmol) in DMSO (6 mL) and the mixture was heated at 60° C. under N2 for 30 min. Ethyl 1-{[(1,4-dichloro-7-isoquinolinyl)sulphonyl]amino)-cyclobutanecarboxylate (200 mg, 0.50 mmol) was added in one portion and the mixture heated at 80° C. for 10... The reactants are F/C=C/[C@@H]1CC[C@H](CC1)C1=CC=C(C=C1)C1OCCCO1 (Trans-1-(E-2-fluoro-1-ethenyl)-4-{4-(1,3-dioxan-2-yl)phenyl}cyclohexane), O1CCCC1 (tetrahydrofurane), Cl (hydrochloric acid), C1(=CC=CC=C1)C (toluene). Solvent: O (water). Conditions: time 5 hour. Yields the product F/C=C/[C@@H]1CC[C@H](CC1)C1=CC=C(C=C1)C=O (trans-1-(E-2-fluoro-1-ethenyl)-4-(4-formylphenyl)cyclohexane). As a reaction SMILES: [F:1]/[CH:2]=[CH:3]/[C@H:4]1[CH2:9][CH2:8][C@H:7]([C:10]2[CH:15]=[CH:14][C:13]([CH:16]3OCCC[O:17]3)=[CH:12][CH:11]=2)[CH2:6][CH2:5]1.O1CCCC1.Cl.C1(C)C=CC=CC=1>O>[F:1]/[CH:2]=[CH:3]/[C@H:4]1[CH2:5][CH2:6][C@H:7]([C:10]2[CH:11]=[CH:12][C:13]([CH:16]=[O:17])=[CH:14][CH:15]=2)[CH2:8][CH2:9]1. Procedure: Trans-1-(E-2-fluoro-1-ethenyl)-4-{4-(1,3-dioxan-2-yl)phenyl}cyclohexane (34 g, 0.12 mol), tetrahydrofurane (130 ml) and 3N-hydrochloric acid (130 ml) were heated under reflux with stirring for 5 hours, followed by cooling the reaction mixture, adding toluene (200 ml) and water (200 ml) to the mixture, washing the resulting toluene solution with water, drying over anhydrous magnesium sulfate and distilling off toluene to obtain the objective substance (25 g, 0.11 mol; E:Z=5:1).